From a dataset of the Open Reaction Database (ORD), a public repository of structured organic reaction records. describe an organic reaction: reactants, conditions, products, and yield The reactants are [BH4-].[Na+] (sodium borohydride), ClCCl (Dichloromethane), Cl (Hydrochloric acid), C(C)NC(=O)C1=CC2=C(N=C(N=C2C2=C(C=C(C(=C2)OCC(OCC)OCC)Cl)Cl)N)S1 (2-Amino-4-(2,4-dichloro-5-(2,2-diethoxyethoxy)-phenyl)-thieno[2,3-d]pyrimidine-6-carboxylic acid ethyl amide), ClCCl (Dichloromethane). Solvent: C1CCOC1 (THF). Conditions: time 18 hour. The product is C(C)NC(=O)C1=CC2=C(N=C(N=C2C2=C(C=C(C(=C2)OCCO)Cl)Cl)N)S1 (2-Amino-4-[2,4-dichloro-5-(2-hydroxy-ethoxy)-phenyl]thieno[2,3-d]pyrimidine-6-carboxylic acid ethylamide). As a reaction SMILES: Cl.[CH2:2]([NH:4][C:5]([C:7]1[S:33][C:10]2[N:11]=[C:12]([NH2:32])[N:13]=[C:14]([C:15]3[CH:20]=[C:19]([O:21][CH2:22][CH:23](OCC)[O:24]CC)[C:18]([Cl:30])=[CH:17][C:16]=3[Cl:31])[C:9]=2[CH:8]=1)=[O:6])[CH3:3].ClCCl.[BH4-].[Na+]>C1COCC1>[CH2:2]([NH:4][C:5]([C:7]1[S:33][C:10]2[N:11]=[C:12]([NH2:32])[N:13]=[C:14]([C:15]3[CH:20]=[C:19]([O:21][CH2:22][CH2:23][OH:24])[C:18]([Cl:30])=[CH:17][C:16]=3[Cl:31])[C:9]=2[CH:8]=1)=[O:6])[CH3:3] |f:3.4|. Procedure: Hydrochloric acid was added to a solution of 2-Amino-4-(2,4-dichloro-5-(2,2-diethoxyethoxy)-phenyl)-thieno[2,3-d]pyrimidine-6-carboxylic acid ethyl amide in THF and the solution stirred for ˜18 hrs. Dichloromethane was added and the mixture stirred, sodium borohydride was added and the resulting suspension stirred for ˜5 hrs. Dichloromethane was added and the mixture washed with saturated ammonium chloride solution. The solution was dried over anhydrous sodium sulphate and concentrated to a pale...